From a dataset of the Open Reaction Database (ORD), a public repository of structured organic reaction records. describe an organic reaction: reactants, conditions, products, and yield Starting materials: COC(C=C)=O (methyl-acrylate), C1=CC=CC1 (cyclopentadiene), C(C)=C1C2C=CC(C1)C2 (ethylidenenorbornene). Solvent: CCOCC (ether). Yields the product COC(=O)C1C2C=CC(C1)C2 (5-methoxycarbonylnorbornene). As a reaction SMILES: [CH:1](=[C:3]1[CH2:8]C2C[CH:4]1C=C2)[CH3:2].[CH3:10][O:11][C:12](=[O:15])[CH:13]=[CH2:14].C1CC=CC=1>CCOCC>[CH3:10][O:11][C:12]([CH:13]1[CH2:4][CH:3]2[CH2:8][CH:14]1[CH:2]=[CH:1]2)=[O:15]. Procedure details: Commercially available ethylidenenorbornene (called "EN" hereinafter) was used as the third comonomer. 82.5 g of methyl-acrylate was reacted with 54 g of cyclopentadiene in ether, and the product was purified by distillation to produce 91 g of 5-methoxycarbonylnorbornene (called "MCN" hereinafter) which was also used as the third comonomer.